This data is from the Open Reaction Database (ORD), a public repository of structured organic reaction records. The task is: describe an organic reaction: reactants, conditions, products, and yield Procedure details: A mixture of 10 mL diethyl ether, 2 mL water, and 150 mg magnesium carbonate was cooled in an ice bath and 0.83 mL (4.16 mmol) 5M cyanogen bromide in acetonitrile was added with stirring. A solution of (D)-prolyl-leucine benzyl ester (883 mg, 2.77 mmol) in 17 mL diethyl ether was added over the course of 10 minutes. Another 0.20 mL (1.0 mmol) of 5M cyanogen bromide in acetonitrile was then added and the mixture was stirred at room temperature for 30 minutes. The organic phase was decanted and th... The solvent is C(C)OCC (diethyl ether), C(C)#N (acetonitrile), C(C)OCC (diethyl ether), C(C)#N (acetonitrile). Reactants: O (water), C([O-])([O-])=O.[Mg+2] (magnesium carbonate), N#CBr (cyanogen bromide), C(C1=CC=CC=C1)OC([C@@H](NC([C@@H]1NCCC1)=O)CC(C)C)=O ((D)-prolyl-leucine benzyl ester), N#CBr (cyanogen bromide). RXN SMILES: O.C(=O)([O-])[O-].[Mg+2].[N:7]#[C:8]Br.[CH2:10]([O:17][C:18](=[O:32])[C@H:19]([CH2:28][CH:29]([CH3:31])[CH3:30])[NH:20][C:21](=[O:27])[C@H:22]1[CH2:26][CH2:25][CH2:24][NH:23]1)[C:11]1[CH:16]=[CH:15][CH:14]=[CH:13][CH:12]=1>C(#N)C.C(OCC)C>[CH2:10]([O:17][C:18](=[O:32])[C@H:19]([CH2:28][CH:29]([CH3:30])[CH3:31])[NH:20][C:21](=[O:27])[C@H:22]1[CH2:26][CH2:25][CH2:24][N:23]1[C:8]#[N:7])[C:11]1[CH:16]=[CH:15][CH:14]=[CH:13][CH:12]=1 |f:1.2|. The product is C(C1=CC=CC=C1)OC([C@@H](NC([C@@H]1N(CCC1)C#N)=O)CC(C)C)=O (N-cyano-(D)-prolyl-leucine benzyl ester). Starting materials: C(C)(C)(C)OC(=O)C=1SC(=CC1)Br (5-bromo-thiophene-2-carboxylic acid tert-butyl ester), C(C=C)O (allyl alcohol), C(=O)(O)[O-].[Na+] (NaHCO3). The reagents and catalysts are C(C)(=O)[O-].[Pd+2].C(C)(=O)[O-] (palladium acetate), [Cl-].C(CCC)[N+](CCCC)(CCCC)CCCC (tetrabutylammonium chloride). The solvent is CN(C)C=O (DMF), CCOC(=O)C (EtOAc), O (water). Conditions: temperature 65 celsius. Product: C(C)(C)(C)OC(=O)C=1SC(=CC1)CCC=O (5-(3-Oxo-propyl)-thiophene-2-carboxylic acid tert-butyl ester). Isolated yield 41.8%. Reaction SMILES: [C:1]([O:5][C:6]([C:8]1[S:9][C:10](Br)=[CH:11][CH:12]=1)=[O:7])([CH3:4])([CH3:3])[CH3:2].[CH2:14]([OH:17])[CH:15]=[CH2:16].C([O-])(O)=O.[Na+]>CN(C=O)C.[Cl-].C([N+](CCCC)(CCCC)CCCC)CCC.CCOC(C)=O.O.C([O-])(=O)C.[Pd+2].C([O-])(=O)C>[C:1]([O:5][C:6]([C:8]1[S:9][C:10]([CH2:16][CH2:15][CH:14]=[O:17])=[CH:11][CH:12]=1)=[O:7])([CH3:4])([CH3:3])[CH3:2] |f:2.3,5.6,9.10.11|. Procedure details: To a solution of 5-bromo-thiophene-2-carboxylic acid tert-butyl ester (0.50 g, 1.89 mmol) in 5 mL DMF was added allyl alcohol (0.51 mL, 7.57 mmol) followed by NaHCO3 (0.397 g, 4.72 mmol), tetrabutylammonium chloride (0.525 g, 1.89 mmol), and palladium acetate (0.021 g, 0.094 mmol). The reaction was placed in an oil bath heated to 65° C. and was heated to 90° C. for 2 h. The mixture was diluted with EtOAc and 25 mL water and the solids were removed by filtration through Celite. The layers were se... The solvent is C(C)(=O)O (acetic acid). The reactants are N12CC(C(CC1)CC2)N2C(C=1C=CC=C3C1C(=C2)CCC3)=O (2-(1-azabicyclo[2.2.2]oct-3-yl)-2,4,5,6-tetrahydro-1H-benz[de]isoquinolin-1-one), Cl(=O)(=O)(=O)O (perchloric acid). Product: C1=CC2=C3C(=C1)C(=O)N(C[C@H]3CCC2)[C@@H]4CN5CCC4CC5.Cl (Palonosetron hydrochloride). As a reaction SMILES: [N:1]12[CH2:8][CH2:7][CH:4]([CH2:5][CH2:6]1)[CH:3]([N:9]1[CH:18]=[C:17]3[CH2:19][CH2:20][CH2:21][C:15]4[C:16]3=[C:11]([CH:12]=[CH:13][CH:14]=4)[C:10]1=[O:22])[CH2:2]2.[Cl:23](O)(=O)(=O)=O>C(O)(=O)C>[CH:13]1[CH:12]=[C:11]2[C:10]([N:9]([C@H:3]3[CH:4]4[CH2:7][CH2:8][N:1]([CH2:6][CH2:5]4)[CH2:2]3)[CH2:18][C@H:17]3[CH2:19][CH2:20][CH2:21][C:15](=[C:16]23)[CH:14]=1)=[O:22].[ClH:23] |f:3.4|. Procedure details: Palonosetron hydrochloride was prepared from 2-(1-azabicyclo[2.2.2]oct-3-yl)-2,4,5,6-tetrahydro-1H-benz[de]isoquinolin-1-one of formula-H using acetic acid and perchloric acid as reaction solvent Reactants: [H-].[Na+] (NaH), Cl (HCl), C(C)OC(CC1=C(NC2=CC=C(C=C12)F)C)=O ((5-fluoro-2-methyl-1H-indol-3-yl)-acetic acid ethyl ester), BrCC1=CC=C(C=C1)S(=O)(=O)N(C)C1CCCCC1 (4-bromomethyl-N-cyclohexyl-N-methyl-benzenesulfonamide). The solvent is CS(=O)C (DMSO), O (water). The product is C1(CCCCC1)N(S(=O)(=O)C1=CC=C(CN2C(=C(C3=CC(=CC=C23)F)CC(=O)O)C)C=C1)C ({1-[4-(Cyclohexyl-methyl-sulfamoyl)-benzyl]-5-fluoro-2-methyl-1H-indol-3-yl}-acetic acid). RXN SMILES: C([O:3][C:4](=[O:17])[CH2:5][C:6]1[C:14]2[C:9](=[CH:10][CH:11]=[C:12]([F:15])[CH:13]=2)[NH:8][C:7]=1[CH3:16])C.[H-].[Na+].Br[CH2:21][C:22]1[CH:27]=[CH:26][C:25]([S:28]([N:31]([CH:33]2[CH2:38][CH2:37][CH2:36][CH2:35][CH2:34]2)[CH3:32])(=[O:30])=[O:29])=[CH:24][CH:23]=1.Cl>CS(C)=O.O>[CH:33]1([N:31]([CH3:32])[S:28]([C:25]2[CH:26]=[CH:27][C:22]([CH2:21][N:8]3[C:9]4[C:14](=[CH:13][C:12]([F:15])=[CH:11][CH:10]=4)[C:6]([CH2:5][C:4]([OH:3])=[O:17])=[C:7]3[CH3:16])=[CH:23][CH:24]=2)(=[O:30])=[O:29])[CH2:38][CH2:37][CH2:36][CH2:35][CH2:34]1 |f:1.2|. Procedure details: To a stirring suspension of (5-fluoro-2-methyl-1H-indol-3-yl)-acetic acid ethyl ester (100 mg, 0.43 mmol) in dry DMSO (1 ml), is added NaH (29 mg, 0.73 mmol). The reaction mixture is stirred at room temperature for 15 min after which time 4-bromomethyl-N-cyclohexyl-N-methyl-benzenesulfonamide (149 mg, 0.43 mmol) is added. Reaction mixture is diluted with water (10 ml) and treated with 1N HCl aq to acidic pH. The product is extracted in 1:1 EtOAc:Et2O (20 ml), washed with brine, dried (MgSO4) and... Reactants: FC1=C(C(=CC=C1)F)B(O)O (2,6-difluorophenylboronic acid), NC=1C(=NC=C(C1)F)C(=O)OC (methyl 3-amino-5-fluoropicolinate), O (H2O), CCOC(=O)C (EtOAc), FC1=C(C(=CC=C1)F)B(O)O (2,6-difluorophenylboronic acid). Reagents/catalysts: C1=CC=C(C=C1)P([C-]2C=CC=C2)C3=CC=CC=C3.C1=CC=C(C=C1)P([C-]2C=CC=C2)C3=CC=CC=C3.Cl[Pd]Cl.[Fe+2].C(Cl)Cl (Pd(dppf)Cl2 DCM). The solvent is COCCOC (DME). Conditions: temperature 140 celsius. Yields the product NC=1C(=NC(=C(C1)F)C1=C(C=CC=C1F)F)C(=O)OC (methyl 3-amino-6-(2,6-difluorophenyl)-5-fluoropicolinate). RXN SMILES: [NH2:1][C:2]1[C:3]([C:9]([O:11][CH3:12])=[O:10])=[N:4][CH:5]=[C:6]([F:8])[CH:7]=1.[F:13][C:14]1[CH:19]=[CH:18][CH:17]=[C:16]([F:20])[C:15]=1B(O)O.O.CCOC(C)=O>COCCOC.C1C=CC(P(C2C=CC=CC=2)[C-]2C=CC=C2)=CC=1.C1C=CC(P(C2C=CC=CC=2)[C-]2C=CC=C2)=CC=1.Cl[Pd]Cl.[Fe+2].C(Cl)Cl>[NH2:1][C:2]1[C:3]([C:9]([O:11][CH3:12])=[O:10])=[N:4][C:5]([C:15]2[C:14]([F:13])=[CH:19][CH:18]=[CH:17][C:16]=2[F:20])=[C:6]([F:8])[CH:7]=1 |f:5.6.7.8.9|. Procedure: To a solution of methyl 3-amino-5-fluoropicolinate (1.0 equiv.) in DME/2M Na2CO3 (3:1, 0.05 M) equipped with microwave vial was added 2,6-difluorophenylboronic acid (3.0 equiv.) and Pd(dppf)Cl2-DCM (0.1 equiv.). The reaction mixture was heated to 140° C. for 10 min in microwave reactor. After 2,6-difluorophenylboronic acid (3.0 equiv.) was added more, the reaction mixture was heated once more to 140° C. for 10 min in microwave reactor. After the reaction mixture was cooled to room temperature, H... Starting materials: C(CC)NC1COC2=CC=CC(=C2C1)OC (3-(N-propylamino)-5-methoxychroman), BrCCCCN1C(C=2C(C1=O)=CC=CC2)=O (N-(4-bromobutyl)phthalimide), BrCCCNS(=O)(=O)C1=CC=C(C=C1)C (1-bromo-3-(4-toluenesulfonylamino)propane). Reaction conditions: time 72 hour. Yield: 65.0%. RXN SMILES: [CH2:1]([NH:4][CH:5]1[CH2:14][C:13]2[C:8](=[CH:9][CH:10]=[CH:11][C:12]=2[O:15][CH3:16])[O:7][CH2:6]1)[CH2:2][CH3:3].BrCCCCN1C(=O)C2=CC=CC=C2C1=O.Br[CH2:34][CH2:35][CH2:36][NH:37][S:38]([C:41]1[CH:46]=[CH:45][C:44]([CH3:47])=[CH:43][CH:42]=1)(=[O:40])=[O:39]>>[CH3:16][O:15][C:12]1[CH:11]=[CH:10][CH:9]=[C:8]2[C:13]=1[CH2:14][CH:5]([N:4]([CH2:1][CH2:2][CH3:3])[CH2:34][CH2:35][CH2:36][NH:37][S:38]([C:41]1[CH:46]=[CH:45][C:44]([CH3:47])=[CH:43][CH:42]=1)(=[O:40])=[O:39])[CH2:6][O:7]2. Procedure: Using the procedure described in Example 1, but replacing 3-amino-5-methoxychroman by 3-(N-propylamino)-5-methoxychroman and N-(4-bromobutyl)phthalimide by 1-bromo-3-(4-toluenesulfonylamino)propane, and leaving stirring for 72 hours, the expected product is obtained. The product is COC1=C2CC(COC2=CC=C1)N(CCCNS(=O)(=O)C1=CC=C(C=C1)C)CCC (5-Methoxy-3-{N-propyl-N-(3-(4-toluenesulfonylamino)propyl]amino}chroman).